From a dataset of the Open Reaction Database (ORD), a public repository of structured organic reaction records. describe an organic reaction: reactants, conditions, products, and yield Isolated yield 83.6%. Product: EtOAc hexanes, S1C(=NC=C1)CC1=CC=C(C(=O)OC)C=C1 (methyl 4-(1,3-thiazol-2-ylmethyl)benzoate). Reaction SMILES: O[CH:2]([C:13]1[S:14][CH:15]=[CH:16][N:17]=1)[C:3]1[CH:12]=[CH:11][C:6]([C:7]([O:9][CH3:10])=[O:8])=[CH:5][CH:4]=1.C([SiH](CC)CC)C.FC(F)(F)C(O)=O>ClCCCl.C1(C)C=CC=CC=1>[S:14]1[CH:15]=[CH:16][N:17]=[C:13]1[CH2:2][C:3]1[CH:12]=[CH:11][C:6]([C:7]([O:9][CH3:10])=[O:8])=[CH:5][CH:4]=1. Solvent: ClCCCl (DCE), C1(=CC=CC=C1)C (toluene). Procedure details: The product of Step 1 (4.00 g, 16.05 mmol) was taken up in DCE (80 ml) with triethylsilane (25.6 ml, 160 mmol), and trifluoroacetic acid (24.72 ml, 321 mmol) was added. The reaction was stirred at reflux overnight. The reaction was diluted with toluene and evaporated to dryness. The residue was taken back up in EtOAc, washed with aqueous saturated NaHCO3 and brine, dried over MgSO4, filtered and concentrated. Flash chromatography (0-50% EtOAc/hexanes) afforded methyl 4-(1,3-thiazol-2-ylmethyl)be... Reactants: FC(C(=O)O)(F)F (trifluoroacetic acid), OC(C1=CC=C(C(=O)OC)C=C1)C=1SC=CN1 (methyl 4-[hydroxy(1,3-thiazol-2-yl)methyl]benzoate), C(C)[SiH](CC)CC (triethylsilane). Starting materials: Brc1csc2ccccc12, CI, Cc1ccccc1, Cl, [Mg], O=C=O. Yields the product O=C(O)c1csc2ccccc12. Reaction SMILES: [Br:1][c:2]1[cH:3][s:4][c:5]2[c:6]1[cH:7][cH:8][cH:9][cH:10]2.[CH3:11][I:12].[CH3:18][c:19]1[cH:20][cH:21][cH:22][cH:23][cH:24]1.[ClH:17].[Mg:13].[O:14]=[C:15]=[O:16]>>[c:2]1([C:15](=[O:14])[OH:16])[cH:3][s:4][c:5]2[c:6]1[cH:7][cH:8][cH:9][cH:10]2. Reactants: CO, COC(=O)C(CCCCl)c1ccc(N(C)C)cc1, Cl, [Na+], [OH-]. The product is CN(C)c1ccc(C(CCCCl)C(=O)O)cc1. As a reaction SMILES: [CH3:22][OH:23].[Cl:3][CH2:4][CH2:5][CH2:6][CH:7]([C:8](=[O:9])[O:10][CH3:11])[c:12]1[cH:13][cH:14][c:15]([N:18]([CH3:19])[CH3:20])[cH:16][cH:17]1.[ClH:21].[Na+:2].[OH-:1]>>[Cl:3][CH2:4][CH2:5][CH2:6][CH:7]([C:8](=[O:9])[OH:10])[c:12]1[cH:13][cH:14][c:15]([N:18]([CH3:19])[CH3:20])[cH:16][cH:17]1. The reactants are [N+](=O)([O-])C(CC)(O)[N+](=O)[O-] (Dinitropropanol), C(CCCCCCC)(=O)O (octanoic acid), polyphosphoric acid, ClC(C)Cl (dichloroethane). Reaction conditions: temperature 70 celsius. Yields the product C(CCCCCCC)(=O)OCC(C)([N+](=O)[O-])[N+](=O)[O-] (2,2-dinitropropyl octanoate). The yield is 90.0%. Reaction SMILES: [N+:1]([C:4]([N+:8]([O-:10])=[O:9])(O)[CH2:5]C)([O-:3])=[O:2].[C:11]([OH:20])(=[O:19])[CH2:12][CH2:13][CH2:14][CH2:15][CH2:16][CH2:17][CH3:18].Cl[CH:22](Cl)C>>[C:11]([O:20][CH2:22][C:4]([N+:8]([O-:10])=[O:9])([N+:1]([O-:3])=[O:2])[CH3:5])(=[O:19])[CH2:12][CH2:13][CH2:14][CH2:15][CH2:16][CH2:17][CH3:18]. Reported procedure: Dinitropropanol (25.5 g, 0.17 mol), octanoic acid (27.4 g, 0.19 mol) and 50 g of polyphosphoric acid were added to 50 mL of dichloroethane and the resulting mixture was slowly stirred using a stirrer. The solution thus obtained was slowly heated to 70° C. and then reacted for 15 hr (overnight). After the reaction, the temperature of the reactor was lowered to room temperature, and the stirrer was powered off. When the temperature of the reactor was room temperature, the dichloroethane layer was ... Reactants: Cc1ccc(S(=O)(=O)OCC2Cc3ccc(F)c(-c4ccccc4C)c3O2)cc1, CN, Cl. Yields the product CNCC1Cc2ccc(F)c(-c3ccccc3C)c2O1. As a reaction SMILES: [CH3:2][c:3]1[cH:4][cH:5][c:6]([S:7]([O:8][CH2:13][CH:14]2[O:15][c:16]3[c:17]([cH:19][cH:20][c:21]([F:30])[c:22]3-[c:23]3[c:24]([CH3:29])[cH:25][cH:26][cH:27][cH:28]3)[CH2:18]2)(=[O:9])=[O:10])[cH:11][cH:12]1.[CH3:31][NH2:32].[ClH:1]>>[CH2:13]([CH:14]1[O:15][c:16]2[c:17]([cH:19][cH:20][c:21]([F:30])[c:22]2-[c:23]2[c:24]([CH3:29])[cH:25][cH:26][cH:27][cH:28]2)[CH2:18]1)[NH:32][CH3:31]. Reactants: CC(=O)c1cc(C2(c3cccc(O)c3)N=C(N)N(C)C2=O)cn1CCCF, O=C([O-])[O-], CN(C)C=O, CCOC(C)=O, NC(=O)c1cccc(CCl)c1, [Cs+], [Cs+], [I-], [Na+]. Product: CC(=O)c1cc(C2(c3cccc(OCc4cccc(C(N)=O)c4)c3)N=C(N)N(C)C2=O)cn1CCCF. As a reaction SMILES: [C:1]([CH3:2])(=[O:3])[c:4]1[cH:5][c:6]([C:13]2([c:21]3[cH:22][c:23]([OH:27])[cH:24][cH:25][cH:26]3)[C:14](=[O:20])[N:15]([CH3:19])[C:16]([NH2:18])=[N:17]2)[cH:7][n:8]1[CH2:9][CH2:10][CH2:11][F:12].[C:41](=[O:42])([O-:43])[O-:44].[CH3:47][N:48]([CH3:49])[CH:50]=[O:51].[CH3:52][CH2:53][O:54][C:55](=[O:56])[CH3:57].[Cl:28][CH2:29][c:30]1[cH:31][c:32]([C:33](=[O:34])[NH2:35])[cH:36][cH:37][cH:38]1.[Cs+:45].[Cs+:46].[I-:40].[Na+:39]>>[C:1]([CH3:2])(=[O:3])[c:4]1[cH:5][c:6]([C:13]2([c:21]3[cH:22][c:23]([O:27][CH2:29][c:30]4[cH:31][c:32]([C:33](=[O:34])[NH2:35])[cH:36][cH:37][cH:38]4)[cH:24][cH:25][cH:26]3)[C:14](=[O:20])[N:15]([CH3:19])[C:16]([NH2:18])=[N:17]2)[cH:7][n:8]1[CH2:9][CH2:10][CH2:11][F:12]. Reactants: CCO, O=C1NC(Cc2ccc(C(F)(F)F)cc2)C(c2cccc(F)c2)O1, [Na+], [OH-]. Product: NC(Cc1ccc(C(F)(F)F)cc1)C(O)c1cccc(F)c1. As a reaction SMILES: [CH3:27][CH2:28][OH:29].[F:1][c:2]1[cH:3][c:4]([CH:8]2[CH:9]([CH2:14][c:15]3[cH:16][cH:17][c:18]([C:21]([F:22])([F:23])[F:24])[cH:19][cH:20]3)[NH:10][C:11](=[O:13])[O:12]2)[cH:5][cH:6][cH:7]1.[Na+:26].[OH-:25]>>[F:1][c:2]1[cH:3][c:4]([CH:8]([CH:9]([NH2:10])[CH2:14][c:15]2[cH:16][cH:17][c:18]([C:21]([F:22])([F:23])[F:24])[cH:19][cH:20]2)[OH:12])[cH:5][cH:6][cH:7]1. The reactants are CC(C)Br, CCCC[N+](CCCC)(CCCC)CCCC, Cn1c(Cl)nc2cccc(Nc3ccc(C#N)cc3)c21, [H-], [I-], [Na+], O. The product is CC(C)N(c1ccc(C#N)cc1)c1cccc2nc(Cl)n(C)c12. RXN SMILES: [Br:23][CH:24]([CH3:25])[CH3:26].[CH2:28]([N+:29]([CH2:30][CH2:31][CH2:32][CH3:33])([CH2:34][CH2:35][CH2:36][CH3:37])[CH2:38][CH2:39][CH2:40][CH3:41])[CH2:42][CH2:43][CH3:44].[Cl:1][c:2]1[n:3][c:4]2[c:5]([n:6]1[CH3:7])[c:8]([NH:12][c:13]1[cH:14][cH:15][c:16]([C:17]#[N:18])[cH:19][cH:20]1)[cH:9][cH:10][cH:11]2.[H-:21].[I-:27].[Na+:22].[OH2:45]>>[Cl:1][c:2]1[n:3][c:4]2[c:5]([n:6]1[CH3:7])[c:8]([N:12]([c:13]1[cH:14][cH:15][c:16]([C:17]#[N:18])[cH:19][cH:20]1)[CH:24]([CH3:25])[CH3:26])[cH:9][cH:10][cH:11]2.